This data is from the Open Reaction Database (ORD), a public repository of structured organic reaction records. The task is: describe an organic reaction: reactants, conditions, products, and yield The reactants are C1(=CC=CC=C1)COCCBr (2-bromoethyl phenylmethyl ether), N12CCC(CC1)(CC2)C(O)(C2=CC=CC=C2)C2=CC=CC=C2 (1-Azabicyclo[2.2.2]oct-4-yl(diphenyl)methanol), CC#N (CH3CN). Run in C(Cl)(Cl)Cl (CHCl3). Reaction conditions: temperature 60 celsius. The product is [Br-].OC(C12CC[N+](CC1)(CC2)CCOCC2=CC=CC=C2)(C2=CC=CC=C2)C2=CC=CC=C2 (4-[hydroxy(diphenyl)methyl]-1-{2-[(phenylmethyl)oxy]ethyl}-1-azoniabicyclo[2.2.2]octane bromide). The yield is 23.1%. Reaction SMILES: [N:1]12[CH2:8][CH2:7][C:4]([C:9]([C:17]3[CH:22]=[CH:21][CH:20]=[CH:19][CH:18]=3)([C:11]3[CH:16]=[CH:15][CH:14]=[CH:13][CH:12]=3)[OH:10])([CH2:5][CH2:6]1)[CH2:3][CH2:2]2.[C:23]1([CH2:29][O:30][CH2:31][CH2:32][Br:33])[CH:28]=[CH:27][CH:26]=[CH:25][CH:24]=1.CC#N>C(Cl)(Cl)Cl>[Br-:33].[OH:10][C:9]([C:17]1[CH:22]=[CH:21][CH:20]=[CH:19][CH:18]=1)([C:11]1[CH:12]=[CH:13][CH:14]=[CH:15][CH:16]=1)[C:4]12[CH2:5][CH2:6][N+:1]([CH2:32][CH2:31][O:30][CH2:29][C:23]3[CH:28]=[CH:27][CH:26]=[CH:25][CH:24]=3)([CH2:2][CH2:3]1)[CH2:8][CH2:7]2 |f:4.5|. Reported procedure: 1-Azabicyclo[2.2.2]oct-4-yl(diphenyl)methanol (0.020 g, 0.068 mmol) was diluted in CHCl3 (1.8 mL) and dispensed directly into a 1 dram vial containing 2-bromoethyl phenylmethyl ether (0.022 g, 0.102 mmol). CH3CN (1.2 mL) was added; the vial was fitted with a stirring bar and capped. The reaction was stirred and heated at 60° C. for 24 h. The contents of the vial were transferred (after removal of stirring bar) into a polypropylene tube and concentrated under Nitrogen. The crude product was colle... Reaction SMILES: [CH2:1]([O:8][C:9](=[O:17])[C:10]1[CH:15]=[CH:14][C:13]([OH:16])=[CH:12][CH:11]=1)[C:2]1[CH:7]=[CH:6][CH:5]=[CH:4][CH:3]=1.CN(C)[CH:20]=[O:21].[C:23]1([CH2:31]Cl)[CH:28]=[CH:27][C:26]([CH2:29]Cl)=[CH:25][CH:24]=1>O>[C:9]([C:10]1[CH:11]=[CH:12][C:13]([O:16][CH2:31][C:23]2[CH:28]=[CH:27][C:26]([CH2:29][O:16][C:13]3[CH:12]=[CH:11][C:10]([C:9]([O:21][CH2:20][C:3]4[CH:2]=[CH:7][CH:6]=[CH:5][CH:4]=4)=[O:8])=[CH:15][CH:14]=3)=[CH:25][CH:24]=2)=[CH:14][CH:15]=1)([O:8][CH2:1][C:2]1[CH:3]=[CH:4][CH:5]=[CH:6][CH:7]=1)=[O:17]. Reaction conditions: temperature 100 celsius. Procedure details: To a solution of p-hydroxybenzoic acid benzyl ester (68.4 g, 0.3 mol) in N,N-dimethylformamide (274 g) sodium carbonate (15.9 g, 0.15 mol) was added, and stirred at 100° C. Then, p-xylylenedichloride (26.2 g, 0.15 mol) was added to the reaction mixture in 10 minutes, and stirred at 100° C. for one hour. Water was added to the resultant to separate a clued precipitate. The precipitate was filtered, added to N,N-dimethylformamide to be dissolved at 90° C., cooled, filtered, and dried to give a whi... The reactants are C(C1=CC=CC=C1)OC(C1=CC=C(C=C1)O)=O (p-hydroxybenzoic acid benzyl ester), CN(C=O)C (N,N-dimethylformamide), C1(=CC=C(C=C1)CCl)CCl (p-xylylenedichloride). Solvent: O (Water). Yields the product C(=O)(OCC1=CC=CC=C1)C1=CC=C(OCC2=CC=C(C=C2)COC2=CC=C(C=C2)C(=O)OCC2=CC=CC=C2)C=C1 (1,4-bis(p-carbobenzyloxyphenoxymethyl)benzene). Isolated yield 33.2%. Starting materials: C1(=CC=CC=C1)COC1=C(C2=C(C(C=CO2)=O)C=C1)C\C=C\C1=CC=CC=C1 ((E)-7-(phenylmethoxy)-8-(3-phenyl-2-propenyl)-4H-1-benzopyran-4-one), CO (methanol), [H][H] (hydrogen), [H][H] (hydrogen). Reagents/catalysts: [Pd] (palladium on carbon). Solvent: C(C)(=O)OCC (ethyl acetate). Product: OC1=C(C2=C(C(CCO2)=O)C=C1)CCCC1=CC=CC=C1 (2,3-Dihydro-7-hydroxy-8-(3-phenylpropyl)-4H-1-benzopyran-4-one). The yield is 228.9%. RXN SMILES: C1(C[O:8][C:9]2[CH:19]=[CH:18][C:12]3[C:13](=[O:17])[CH:14]=[CH:15][O:16][C:11]=3[C:10]=2[CH2:20]/[CH:21]=[CH:22]/[C:23]2[CH:28]=[CH:27][CH:26]=[CH:25][CH:24]=2)C=CC=CC=1.CO.[H][H]>[Pd].C(OCC)(=O)C>[OH:8][C:9]1[CH:19]=[CH:18][C:12]2[C:13](=[O:17])[CH2:14][CH2:15][O:16][C:11]=2[C:10]=1[CH2:20][CH2:21][CH2:22][C:23]1[CH:28]=[CH:27][CH:26]=[CH:25][CH:24]=1. Procedure details: A mixture of 6.1 g (16.6 mmol) of (E)-7-(phenylmethoxy)-8-(3-phenyl-2-propenyl)-4H-1-benzopyran-4-one from the preceding example, 1 g of 10% palladium on carbon, 100 mL of methanol, and 300 mL of ethyl acetate was stirred at room temperature, in an atmosphere of hydrogen until approximately one third of the theoretical volume of hydrogen gas was taken up. The catalyst was filtered with suction and the filtrate concentrated in vacuo. The residue was dissolved in 150 mL of methanol and 0.5 g of Ra... The reactants are O=C(CCC(=O)OC)\C=C\C1=CC=CC=C1 (Methyl (E)-4-oxo-6-phenyl-5-hexenoate), C[Si](Cl)(C)C (trimethylchlorosilane), C(C)OCC (diethyl ether), N12CCCN=CC2CCCC1 (1,5-diaza-5-bicyclo-[5,4,0]-undecene), C(C)OCC (diethyl ether). Conditions: temperature 0 celsius, time 1 hour. The product is C1(=CC=CC=C1)C=CC(=CC(C(=O)OC)O)[Si](C)(C)C (Methyl 6-phenyl-4-(trimethylsilyl)-oxyl-hexa-3,5-dienoate). Reaction SMILES: O=[C:2](/[CH:9]=[CH:10]/[C:11]1[CH:16]=[CH:15][CH:14]=[CH:13][CH:12]=1)[CH2:3][CH2:4][C:5]([O:7][CH3:8])=[O:6].[CH3:17][Si:18]([CH3:21])([CH3:20])Cl.N12CCCCC1C=NCCC2.C([O:35]CC)C>>[C:11]1([CH:10]=[CH:9][C:2]([Si:18]([CH3:21])([CH3:20])[CH3:17])=[CH:3][CH:4]([OH:35])[C:5]([O:7][CH3:8])=[O:6])[CH:16]=[CH:15][CH:14]=[CH:13][CH:12]=1. Reported procedure: 3 g of the product of Step B , 45 ml of diethyl ether and 2.2 ml of trimethylchlorosilane were mixed together and after the mixture was cooled to 0° C., then 2.5 ml of 1,5-diaza-5-bicyclo-[5,4,0]-undecene (DBU) and 20 ml of diethyl ether were added. The mixture was stirred while allowing the temperature to rise to 20° to 21° C. for one hour. After filtration, the ether was evaporated off to obtain 4.2 g of the desired product which was used as is in the following step.